From a dataset of the Open Reaction Database (ORD), a public repository of structured organic reaction records. describe an organic reaction: reactants, conditions, products, and yield The reactants are O=C([O-])[O-], CC(=O)[O-], CC(=O)[O-], C1COCCO1, CN1CCCC1=O, CO, CC(C)=O, CO, CC1(C)Oc2ccc(Nc3nc(Cl)ncc3F)nc2NC1=O, ClCCl, [Cs+], [Cs+], Nc1ccc2ccncc2c1, [Pd+2]. The product is CC1(C)Oc2ccc(Nc3nc(Nc4ccc5ccncc5c4)ncc3F)nc2NC1=O. Reaction SMILES: [C:34](=[O:35])([O-:36])[O-:37].[C:64]([O-:65])(=[O:66])[CH3:67].[C:69]([O-:70])(=[O:71])[CH3:72].[CH2:40]1[O:41][CH2:42][CH2:43][O:44][CH2:45]1.[CH3:46][N:47]1[CH2:48][CH2:49][CH2:50][C:51]1=[O:52].[CH3:56][OH:57].[CH3:58][C:59](=[O:60])[CH3:61].[CH3:62][OH:63].[Cl:1][c:2]1[n:3][cH:4][c:5]([F:22])[c:6]([NH:8][c:9]2[cH:10][cH:11][c:12]3[c:17]([n:18]2)[NH:16][C:15](=[O:19])[C:14]([CH3:20])([CH3:21])[O:13]3)[n:7]1.[Cl:53][CH2:54][Cl:55].[Cs+:38].[Cs+:39].[NH2:23][c:24]1[cH:25][cH:26][c:27]2[cH:28][cH:29][n:30][cH:31][c:32]2[cH:33]1.[Pd+2:68]>>[c:2]1([NH:23][c:24]2[cH:25][cH:26][c:27]3[cH:28][cH:29][n:30][cH:31][c:32]3[cH:33]2)[n:3][cH:4][c:5]([F:22])[c:6]([NH:8][c:9]2[cH:10][cH:11][c:12]3[c:17]([n:18]2)[NH:16][C:15](=[O:19])[C:14]([CH3:20])([CH3:21])[O:13]3)[n:7]1. Product: CC1CCN(C2CCN(c3ccc(C#Cc4ccc(-c5ccc(Cl)cc5)cn4)cn3)C2)CC1. As a reaction SMILES: [CH2:44]1[O:45][CH2:46][CH2:47][CH2:48]1.[CH3:1][C:2](=[O:3])[OH:4].[CH3:32][CH:33]1[CH2:34][CH2:35][NH:36][CH2:37][CH2:38]1.[Cl:5][c:6]1[cH:7][cH:8][c:9](-[c:12]2[cH:13][cH:14][c:15]([C:18]#[C:19][c:20]3[cH:21][cH:22][c:23]([N:26]4[CH2:27][C:28](=[O:31])[CH2:29][CH2:30]4)[n:24][cH:25]3)[n:16][cH:17]2)[cH:10][cH:11]1.[Na+:43].[O-:39][C:40]([OH:41])=[O:42]>>[Cl:5][c:6]1[cH:7][cH:8][c:9](-[c:12]2[cH:13][cH:14][c:15]([C:18]#[C:19][c:20]3[cH:21][cH:22][c:23]([N:26]4[CH2:27][CH:28]([N:36]5[CH2:35][CH2:34][CH:33]([CH3:32])[CH2:38][CH2:37]5)[CH2:29][CH2:30]4)[n:24][cH:25]3)[n:16][cH:17]2)[cH:10][cH:11]1. The reactants are C1CCOC1, CC(=O)O, CC1CCNCC1, O=C1CCN(c2ccc(C#Cc3ccc(-c4ccc(Cl)cc4)cn3)cn2)C1, [Na+], O=C([O-])O. The reactants are C, CCOC(C)=O, COC(=O)C(C(=O)OC)c1cc(F)ccc1[N+](=O)[O-], [H][H], [Pd], [Pd]. The product is COC(=O)C1C(=O)Nc2ccc(F)cc21. RXN SMILES: [C:22].[CH3:25][CH2:26][O:27][C:28](=[O:29])[CH3:30].[F:1][c:2]1[cH:3][cH:4][c:5]([N+:17]([O-:11])=[O:12])[c:6]([CH:8]([C:9](=[O:10])[O:18][CH3:19])[C:13](=[O:14])[O:15][CH3:16])[cH:7]1.[H:20][H:21].[Pd:23].[Pd:24]>>[F:1][c:2]1[cH:3][cH:4][c:5]2[c:6]([cH:7]1)[CH:8]([C:13](=[O:14])[O:15][CH3:16])[C:9](=[O:10])[NH:17]2. The product is C(\C=C/C(=O)O)(=O)O.CNCC(=O)O[C@@H](CN1N(C(C(=C1C)C(NC1=NC=C(C=C1)OC1=CC=NC2=CC(=CC=C12)OC)=O)=O)C1=CC=CC=C1)C ((R)-1-(4-(5-(7-methoxyquinolin-4-yloxy)pyridin-2-ylcarbamoyl)-5-methyl-3-oxo-2-phenyl-2,3-dihydropyrazol-1-yl)propan-2-yl 2-(methylamino)acetate maleate), solid. Procedure: To a solution of (R)-1-(4-(5-(7-methoxyquinolin-4-yloxy)pyridin-2-ylcarbamoyl)-2,3-dihydro-5-methyl-3-oxo-2-phenylpyrazol-1-yl)propan-2-yl 2-(methylamino)acetate (80 mg, 0.134 mmol) in MeOH (10 mL) was added maleic acid (46.74 mg, 0.40 mmol, Shanghai San'aisi Reagent Co., Ltd). After stirring for 40 min, the reaction mixture was concentrated in vacuo. The resulted residue was recrystallized in a mixture of MeOH (4 mL)/EtOAc (8 mL). The solid was collected by filtration, washed with EtOAc (5 mL×3... Conditions: time 40 minute. Reaction SMILES: [CH3:1][NH:2][CH2:3][C:4]([O:6][C@H:7]([CH3:44])[CH2:8][N:9]1[C:13]([CH3:14])=[C:12]([C:15](=[O:36])[NH:16][C:17]2[CH:22]=[CH:21][C:20]([O:23][C:24]3[C:33]4[C:28](=[CH:29][C:30]([O:34][CH3:35])=[CH:31][CH:32]=4)[N:27]=[CH:26][CH:25]=3)=[CH:19][N:18]=2)[C:11](=[O:37])[N:10]1[C:38]1[CH:43]=[CH:42][CH:41]=[CH:40][CH:39]=1)=[O:5].[C:45]([OH:52])(=[O:51])/[CH:46]=[CH:47]\[C:48]([OH:50])=[O:49]>CO>[C:45]([OH:52])(=[O:51])/[CH:46]=[CH:47]\[C:48]([OH:50])=[O:49].[CH3:1][NH:2][CH2:3][C:4]([O:6][C@H:7]([CH3:44])[CH2:8][N:9]1[C:13]([CH3:14])=[C:12]([C:15](=[O:36])[NH:16][C:17]2[CH:22]=[CH:21][C:20]([O:23][C:24]3[C:33]4[C:28](=[CH:29][C:30]([O:34][CH3:35])=[CH:31][CH:32]=4)[N:27]=[CH:26][CH:25]=3)=[CH:19][N:18]=2)[C:11](=[O:37])[N:10]1[C:38]1[CH:39]=[CH:40][CH:41]=[CH:42][CH:43]=1)=[O:5] |f:3.4|. The solvent is CO (MeOH). The reactants are CNCC(=O)O[C@@H](CN1N(C(C(=C1C)C(NC1=NC=C(C=C1)OC1=CC=NC2=CC(=CC=C12)OC)=O)=O)C1=CC=CC=C1)C ((R)-1-(4-(5-(7-methoxyquinolin-4-yloxy)pyridin-2-ylcarbamoyl)-2,3-dihydro-5-methyl-3-oxo-2-phenylpyrazol-1-yl)propan-2-yl 2-(methylamino)acetate), C(\C=C/C(=O)O)(=O)O (maleic acid). The yield is 67.0%. The reactants are Cc1ccc(N)cc1Nc1nccc(-c2cccnc2)n1, CN1CCN(Cc2ccc(C(=O)Cl)cc2[N+](=O)[O-])CC1, Cc1ccc(N)cc1Nc1nccc(-c2ccc(Cl)nc2)n1, Cl, Cl. Product: Cc1ccc(NC(=O)c2ccc(CN3CCN(C)CC3)c([N+](=O)[O-])c2)cc1Nc1nccc(-c2cccnc2)n1. Reaction SMILES: [CH3:1][c:2]1[c:3]([NH:9][c:10]2[n:11][cH:12][cH:13][c:14](-[c:16]3[cH:17][n:18][cH:19][cH:20][cH:21]3)[n:15]2)[cH:4][c:5]([NH2:6])[cH:7][cH:8]1.[CH3:46][N:47]1[CH2:48][CH2:49][N:50]([CH2:53][c:54]2[c:55]([N+:63](=[O:64])[O-:65])[cH:56][c:57]([C:58](=[O:59])[Cl:60])[cH:61][cH:62]2)[CH2:51][CH2:52]1.[Cl:22][c:23]1[n:24][cH:25][c:26](-[c:27]2[cH:28][cH:29][n:30][c:31]([NH:32][c:33]3[cH:34][c:35]([NH2:40])[cH:36][cH:37][c:38]3[CH3:39])[n:41]2)[cH:42][cH:43]1.[ClH:44].[ClH:45]>>[CH3:1][c:2]1[c:3]([NH:9][c:10]2[n:11][cH:12][cH:13][c:14](-[c:16]3[cH:17][n:18][cH:19][cH:20][cH:21]3)[n:15]2)[cH:4][c:5]([NH:6][C:58]([c:57]2[cH:56][c:55]([N+:63](=[O:64])[O-:65])[c:54]([CH2:53][N:50]3[CH2:49][CH2:48][N:47]([CH3:46])[CH2:52][CH2:51]3)[cH:62][cH:61]2)=[O:59])[cH:7][cH:8]1. Yields the product C(\C=C\CCCCCCC)(=O)N1CCC(CC1)CCC(=O)OCC (ethyl 3-(1-((E)-2-decenoyl)-4-piperidyl)propionate). Procedure: The same procedures as in Example 2 were carried out using (E)-2-decenoic acid and ethyl 3-(4-piperidyl)propionate hydrochloride as starting raw materials, to produce ethyl 3-(1-((E)-2-decenoyl)-4-piperidyl)propionate (ethyl ester of Compound 36). Reactants: C(\C=C\CCCCCCC)(=O)O ((E)-2-decenoic acid), Cl.N1CCC(CC1)CCC(=O)OCC (ethyl 3-(4-piperidyl)propionate hydrochloride). Reaction SMILES: [C:1]([OH:12])(=O)/[CH:2]=[CH:3]/[CH2:4][CH2:5][CH2:6][CH2:7][CH2:8][CH2:9][CH3:10].Cl.[NH:14]1[CH2:19][CH2:18][CH:17]([CH2:20][CH2:21][C:22]([O:24][CH2:25][CH3:26])=[O:23])[CH2:16][CH2:15]1>>[C:1]([N:14]1[CH2:19][CH2:18][CH:17]([CH2:20][CH2:21][C:22]([O:24][CH2:25][CH3:26])=[O:23])[CH2:16][CH2:15]1)(=[O:12])/[CH:2]=[CH:3]/[CH2:4][CH2:5][CH2:6][CH2:7][CH2:8][CH2:9][CH3:10] |f:1.2|. The reactants are O=C(O)C1CCC(c2ccccc2O)N1C(=O)CCl, Cl, NC(CCc1ccccc1)C(=O)O, [Na+], [OH-]. Yields the product O=C(O)C(CCc1ccccc1)NCC(=O)N1C(C(=O)O)CCC1c1ccccc1O. As a reaction SMILES: [Cl:1][CH2:2][C:3](=[O:4])[N:5]1[CH:6]([C:17](=[O:18])[OH:19])[CH2:7][CH2:8][CH:9]1[c:10]1[c:11]([OH:16])[cH:12][cH:13][cH:14][cH:15]1.[ClH:33].[NH2:20][CH:21]([C:22](=[O:23])[OH:24])[CH2:25][CH2:26][c:27]1[cH:28][cH:29][cH:30][cH:31][cH:32]1.[Na+:35].[OH-:34]>>[CH2:2]([C:3](=[O:4])[N:5]1[CH:6]([C:17](=[O:18])[OH:19])[CH2:7][CH2:8][CH:9]1[c:10]1[c:11]([OH:16])[cH:12][cH:13][cH:14][cH:15]1)[NH:20][CH:21]([C:22](=[O:23])[OH:24])[CH2:25][CH2:26][c:27]1[cH:28][cH:29][cH:30][cH:31][cH:32]1.